From a dataset of the Open Reaction Database (ORD), a public repository of structured organic reaction records. describe an organic reaction: reactants, conditions, products, and yield The reactants are CN(CCO)C (dimethyl ethanolamine), O1CC1CCCCCCCCCC (1,2-epoxydodecane), F (hydrofluoric acid), F (hydrofluoric acid). The reagents and catalysts are [Cl-].C(CCCCCCCCCCCCCCCCC)[N+](C)(C)CCCCCCCCCCCCCCCCCC (distearyl dimethyl ammonium chloride). Solvent: O (water). Run at temperature 95 celsius, time 6 hour. Yields the product [F-].OC(C[N+](C)(C)CCO)CCCCCCCCCC (2-hydroxydodecyl-2-hydroxyethyl dimethyl ammonium fluoride), aqueous solution. Reaction SMILES: [CH3:1][N:2]([CH3:6])[CH2:3][CH2:4][OH:5].[FH:7].[O:8]1[CH:10]([CH2:11][CH2:12][CH2:13][CH2:14][CH2:15][CH2:16][CH2:17][CH2:18][CH2:19][CH3:20])[CH2:9]1>O.[Cl-].C([N+](CCCCCCCCCCCCCCCCCC)(C)C)CCCCCCCCCCCCCCCCC>[F-:7].[OH:8][CH:10]([CH2:11][CH2:12][CH2:13][CH2:14][CH2:15][CH2:16][CH2:17][CH2:18][CH2:19][CH3:20])[CH2:9][N+:2]([CH2:3][CH2:4][OH:5])([CH3:6])[CH3:1] |f:4.5,6.7|. Procedure: 44.57 g of dimethyl ethanolamine (0.5 mole) were diluted with 420.65 g of water, followed by the addition of 19.38 g of an aqueous 41.3% hydrofluoric acid solution (0.4 mole). A clear solution was formed. After the solution had been heated to 95° C., 94.0 g of 1,2-epoxydodecane (0.5 mole) and 3.5 g of a 75% dispersion of distearyl dimethyl ammonium chloride (as phase transfer catalyst) were added, after which the reaction mixture was stirred for 6 hours at 95° C. Finally, another 4.84 g of the 4... Starting materials: C1CCC(C2OC3=C(OC21)C=CC=C3)O (1,2,3,4,4a,10a-hexahydrodibenzo[b,e][1,4]-dioxin-4-ol), Cl.ClCCN(C(C)C)C(C)C (1-chloro-2-diisopropylaminoethane hydrochloride). The product is C(C)(C)N(CCOC1CCCC2C1OC1=C(O2)C=CC=C1)C(C)C (4-(2-diisopropylaminoethoxy)-1,2,3,4,4a,10a-hexahydrodibenzo-[b,e][1,4]dioxin). The yield is 82.2%. As a reaction SMILES: [CH2:1]1[CH:10]2[CH:5]([O:6][C:7]3[CH:14]=[CH:13][CH:12]=[CH:11][C:8]=3[O:9]2)[CH:4]([OH:15])[CH2:3][CH2:2]1.Cl.Cl[CH2:18][CH2:19][N:20]([CH:24]([CH3:26])[CH3:25])[CH:21]([CH3:23])[CH3:22]>>[CH:21]([N:20]([CH:24]([CH3:26])[CH3:25])[CH2:19][CH2:18][O:15][CH:4]1[CH:5]2[O:6][C:7]3[CH:14]=[CH:13][CH:12]=[CH:11][C:8]=3[O:9][CH:10]2[CH2:1][CH2:2][CH2:3]1)([CH3:23])[CH3:22] |f:1.2|. Procedure details: Working as described in Example 3, but starting with 12.4 g (0.06 mole) of the alcohol of Example 1 and 10 g (0.05 mole) of 1-chloro-2-diisopropylaminoethane hydrochloride, there were obtained 13.7 g of the title-compound of melting point 63.4° C., having the elementary analysis: Reactants: CC(C(CCCCCCC(CCCCCC(CC=CCCCCCCCCC)=O)=O)=O)=O (octacos-18-ene-2,3,10,16-tetraone), C(C)C1C(CC(C(C(OC(C2CCCCN2C(C(C2(C(CC(C(C(CC(CC(=C1)C)C)OC)O2)OC)C)O)=O)=O)=O)C(=CC2CC(C(CC2)O)O)C)C)O)=O (17-ethyl-1,14-dihydroxy-12-[2'-(3",4"-dihydroxycyclohexyl)-1'-methylvinyl]-23,25-dimethoxy-13,19,21,27-tetramethyl-11,28-dioxa-4-azatricyclo[22.3.1.04,9 ]octacos-18-ene-2,3,10,16-tetraone), C(C)C1C(CC(C(C(OC(C2CCCCN2C(C(C2(C(CC(C(C(CC(CC(=C1)C)C)OC)O2)OC)C)O)=O)=O)=O)C(=CC2CC(C(CC2)O)OC2=CC=C(C=C2)OC)C)C)O)=O (17-ethyl-1,14-dihydroxy-12-[2'-(3"-(4"'-methoxyphenyloxy)-4"-hydroxycyclohexyl)-1'-methylvinyl]-23,25-dimethoxy-13,19,21,27-tetramethyl-11,28-dioxa-4-azatricyclo[22.3.1.04,9 ]octacos-18-ene-2,3,10,16-tetraone), COC1=CC=C(C=C1)[Bi](C1=CC=C(C=C1)OC)C1=CC=C(C=C1)OC (tri(4-methoxyphenyl)bismuthine), C(C)(=O)OO (peracetic acid). Reagents/catalysts: C(C)(=O)[O-].[Cu+2].C(C)(=O)[O-] (copper (II) acetate). Solvent: C1CCOC1 (THF), C(Cl)Cl (methylene chloride). Reaction conditions: time 7 day. The product is C(C)C1C(CC(C(C(OC(C2CCCCN2C(C(C2(C(CC(C(C(CC(CC(=C1)C)C)OC)O2)OC)C)O)=O)=O)=O)C(=CC2CC(C(CC2)OC2=CC=C(C=C2)OC)O)C)C)O)=O (17-Ethyl-1,14-dihydroxy-12-[2'-(4"-(4"'-methoxyphenyloxy)-3"-hydroxycyclohexyl)-1'-methylvinyl]-23,25-dimethoxy-13,19,21,27-tetramethyl-11,28-dioxa-4-azatricyclo[22.3.1.04,9 ]octacos-18-ene-2,3,10,16-tetraone). As a reaction SMILES: COC1C=CC([Bi]([C:18]2[CH:23]=[CH:22][C:21]([O:24][CH3:25])=[CH:20][CH:19]=2)C2C=CC(OC)=CC=2)=CC=1.C(OO)(=O)C.[CH2:31]([CH:33]1[CH:59]=[C:58]([CH3:60])[CH2:57][CH:56]([CH3:61])[CH2:55][CH:54]([O:62][CH3:63])[CH:53]2[O:64][C:49]([OH:68])([CH:50]([CH3:67])[CH2:51][CH:52]2[O:65][CH3:66])[C:48](=[O:69])[C:47](=[O:70])[N:46]2[CH:41]([CH2:42][CH2:43][CH2:44][CH2:45]2)[C:40](=[O:71])[O:39][CH:38]([C:72]([CH3:82])=[CH:73][CH:74]2[CH2:79][CH2:78][CH:77]([OH:80])[CH:76]([OH:81])[CH2:75]2)[CH:37]([CH3:83])[CH:36]([OH:84])[CH2:35][C:34]1=[O:85])[CH3:32].CC(=O)C(=O)CCCCCCC(=O)CCCCCC(=O)CC=CCCCCCCCCC.C(C1C=C(C)CC(C)CC(OC)C2OC(O)(C(C)CC2OC)C(=O)C(=O)N2C(CCCC2)C(=O)OC(C(C)=CC2CCC(O)C(OC3C=CC(OC)=CC=3)C2)C(C)C(O)CC1=O)C>C(Cl)Cl.C([O-])(=O)C.[Cu+2].C([O-])(=O)C.C1COCC1>[CH2:31]([CH:33]1[CH:59]=[C:58]([CH3:60])[CH2:57][CH:56]([CH3:61])[CH2:55][CH:54]([O:62][CH3:63])[CH:53]2[O:64][C:49]([OH:68])([CH:50]([CH3:67])[CH2:51][CH:52]2[O:65][CH3:66])[C:48](=[O:69])[C:47](=[O:70])[N:46]2[CH:41]([CH2:42][CH2:43][CH2:44][CH2:45]2)[C:40](=[O:71])[O:39][CH:38]([C:72]([CH3:82])=[CH:73][CH:74]2[CH2:79][CH2:78][CH:77]([O:80][C:18]3[CH:19]=[CH:20][C:21]([O:24][CH3:25])=[CH:22][CH:23]=3)[CH:76]([OH:81])[CH2:75]2)[CH:37]([CH3:83])[CH:36]([OH:84])[CH2:35][C:34]1=[O:85])[CH3:32] |f:6.7.8|. Procedure: To a stirred solution of tri(4-methoxyphenyl)bismuthine (136 mg., 0.257 mmol., 2 eq.) in methylene chloride (4 mL.) was added peracetic acid (0.054 mL., 0.257 mmol., 2 eq., 32% solution in dilute acetic acid). To this stirred solution was added 17-ethyl-1,14-dihydroxy-12-[2'-(3",4"-dihydroxycyclohexyl)-1'-methylvinyl]-23,25-dimethoxy-13,19,21,27-tetramethyl-11,28-dioxa-4-azatricyclo[22.3.1.04,9 ]octacos-18-ene-2,3,10,16-tetraone (100 mg., 0.126 mmol., 1 eq.), THF (0.5 mL.), and copper (II) aceta... Reactants: Brc1cccc(NCc2ccccc2)c1, ClCCl, O=S(=O)(Cl)c1ccccc1, c1ccncc1. The product is O=S(=O)(c1ccccc1)N(Cc1ccccc1)c1cccc(Br)c1. Reaction SMILES: [CH2:1]([c:2]1[cH:3][cH:4][cH:5][cH:6][cH:7]1)[NH:8][c:9]1[cH:10][c:11]([Br:15])[cH:12][cH:13][cH:14]1.[Cl:32][CH2:33][Cl:34].[c:16]1([S:22](=[O:23])(=[O:24])[Cl:25])[cH:17][cH:18][cH:19][cH:20][cH:21]1.[cH:26]1[cH:27][cH:28][n:29][cH:30][cH:31]1>>[CH2:1]([c:2]1[cH:3][cH:4][cH:5][cH:6][cH:7]1)[N:8]([c:9]1[cH:10][c:11]([Br:15])[cH:12][cH:13][cH:14]1)[S:22]([c:16]1[cH:17][cH:18][cH:19][cH:20][cH:21]1)(=[O:23])=[O:24]. Starting materials: Cl.BrC1=CC=C2C=C[N+](=CC2=C1)[O-] (7-Bromoisoquinoline N-oxide hydrochloride), BrC=1C=C2C=CN=C(C2=CC1)Cl (6-Bromo-1-chloroisoquinoline). Yields the product BrC1=CC=C2C=CN=C(C2=C1)Cl (7-Bromo-1-chloroisoquinoline). As a reaction SMILES: Cl.[Br:2][C:3]1[CH:12]=[C:11]2[C:6]([CH:7]=[CH:8][N+:9]([O-])=[CH:10]2)=[CH:5][CH:4]=1.BrC1C=C2C(=CC=1)C([Cl:25])=NC=C2>>[Br:2][C:3]1[CH:12]=[C:11]2[C:6]([CH:7]=[CH:8][N:9]=[C:10]2[Cl:25])=[CH:5][CH:4]=1 |f:0.1|. Procedure: Compound 37b was prepared from 37a using the procedure described for 1b. 1H-NMR 200 MHz (CDCl3) δ: 7.57-7.88 (3H, m), 8.32 (1H, d, J=6 Hz), 8.51-8.54 (1H, m). The reactants are CC1=CC2=C(C(C3=C(C=C2)C=C(C=C3)CCC)C=3C(NC(N(C3)C3=NC(=NC=C3)NCC(=O)NC=3SC=C(N3)CC(=O)O)=O)=O)C=C1 ((±)-2-[2-[[4-[3,4-Dihydro-5-{2-methyl-8-propyl-5H-dibenzo[a,d]cyclohepten-5yl}-2,4-dioxo-1(2H)-pyrimidinyl]pyrimidin-2-yl]amino]acetylamino]-4-thiazoleacetic acid), CC1=CC(=C(C(=O)O)C=C1)CCC1=CC(=CC=C1)C=CC (4-methyl-2-[2-[3-[1-propenyl]phenyl]ethyl]benzoic acid). The reagents and catalysts are [Pd] (palladium on carbon). The solvent is C(C)(=O)OCC (ethyl acetate). Product: CC1=CC(=C(C(=O)O)C=C1)CCC1=CC(=CC=C1)CCC (4-Methyl-2-[2-[3-propylphenyl]ethyl]benzoic acid). As a reaction SMILES: CC1C=CC2C(C3C(=O)NC(=O)N(C4C=CN=C(NCC(NC5SC=C(CC(O)=O)N=5)=O)N=4)C=3)C3C=CC(CCC)=CC=3C=CC=2C=1.[CH3:48][C:49]1[CH:57]=[CH:56][C:52]([C:53]([OH:55])=[O:54])=[C:51]([CH2:58][CH2:59][C:60]2[CH:65]=[CH:64][CH:63]=[C:62]([CH:66]=[CH:67][CH3:68])[CH:61]=2)[CH:50]=1>C(OCC)(=O)C.[Pd]>[CH3:48][C:49]1[CH:57]=[CH:56][C:52]([C:53]([OH:55])=[O:54])=[C:51]([CH2:58][CH2:59][C:60]2[CH:65]=[CH:64][CH:63]=[C:62]([CH2:66][CH2:67][CH3:68])[CH:61]=2)[CH:50]=1. Procedure details: The subtitle compound was prepared from the product of step (iv) (15.4 g) by the method of example 15 step (v). The crude reaction product was contaminated with 4-methyl-2-[2-[3-[1-propenyl]phenyl]ethyl]benzoic acid. The crude reaction product was dissolved in ethyl acetate (100 ml) and the solution was hydrogenated over 10% palladium on carbon (1 g) at 3 atmospheres pressure for 2 hours. The catalyst was removed by filtration and the filtrate was evaporated. Yield 12.8 g. Reactants: N(=O)[O-].[Na+] (sodium nitrite), [I-].[K+] (potassium iodide), [N+](=O)([O-])C1=C(N)C=C(C=C1)Cl (2-nitro-5-chloroaniline). Run in O (water), O (water), Cl (hydrochloric acid). Conditions: time 30 minute. Yields the product [N+](=O)([O-])C1=C(C=C(C=C1)Cl)I (1-nitro-2-iodo-4-chlorobenzene). RXN SMILES: [N+:1]([C:4]1[CH:10]=[CH:9][C:8]([Cl:11])=[CH:7][C:5]=1N)([O-:3])=[O:2].N([O-])=O.[Na+].[I-:16].[K+]>Cl.O>[N+:1]([C:4]1[CH:10]=[CH:9][C:8]([Cl:11])=[CH:7][C:5]=1[I:16])([O-:3])=[O:2] |f:1.2,3.4|. Procedure details: To a suspension of 2-nitro-5-chloroaniline (5.00 g) in conc. hydrochloric acid (30 ml) under cooling with ice, was added a solution of sodium nitrite (2.10 g) in water (10 ml) dropwise and the mixture was stirred for 30 minutes. Under cooling with ice, to this solution was added a solution of potassium iodide (5.30 g) in water (20 ml) dropwise and the mixture was stirred for 1 hour at room temperature. The solid that appeared was collected by filtration and was dissolved in ethyl acetate and was... Starting materials: ClC(=O)OCC(C)C (Isobutyl chloroformate), [H-].[Na+] (sodium hydride), oil, C1(=CC=CC2=CC=CC(=C12)O)O (naphthalene-1,8-diol). Run in CN(C)C=O (DMF). The product is C(OCC(C)C)(OC1=CC=CC2=CC=CC(=C12)OC(OCC(C)C)=O)=O (diisobutyl naphthalene-1,8-diyl dicarbonate). The yield is 31.1%. Reaction SMILES: [C:1]1([OH:12])[C:10]2[C:5](=[CH:6][CH:7]=[CH:8][C:9]=2[OH:11])[CH:4]=[CH:3][CH:2]=1.[H-].[Na+].Cl[C:16]([O:18][CH2:19][CH:20]([CH3:22])[CH3:21])=[O:17]>CN(C=O)C>[C:16](=[O:17])([O:12][C:1]1[C:10]2[C:5](=[CH:6][CH:7]=[CH:8][C:9]=2[O:11][C:16](=[O:17])[O:18][CH2:19][CH:20]([CH3:22])[CH3:21])[CH:4]=[CH:3][CH:2]=1)[O:18][CH2:19][CH:20]([CH3:22])[CH3:21] |f:1.2|. Procedure: To a round-bottom flask is charged naphthalene-1,8-diol (4.0 g, 25 mmol), and anhydrous DMF (50 ml). The flask is immersed in an ice-water bath, and 60% sodium hydride in mineral oil (2.4 g, 60 mmol) is added in portions. The mixture is stirred for an hour. Isobutyl chloroformate (8.2 g, 60 mmol) is added dropwise. After gradually warming to room temperature, the mixture is stirred overnight. The mixture is poured into ice-cold water and extracted with ether three times. The combined ether extra...